From a dataset of the Open Reaction Database (ORD), a public repository of structured organic reaction records. describe an organic reaction: reactants, conditions, products, and yield The product is OC(/C=C/CN(S(=O)(=O)C)CC#CCCCC(=O)O)COC1=CC=C(C=C1)F (7-{N-[4-hydroxy-5-(4-fluorophenoxy)trans-2 -pentenyl]methanesulfonamido}hept-5-ynoic acid). Procedure: This compound is prepared by the procedure described in Example 2, Step I, except that the N-[4 -acetoxy-5-(4-fluorophenoxy)pentyl]methanesulfonamide is replaced by an equimolar amount of N-[4-acetoxy-5-(4 -fluorophenoxy)trans-2-pentenyl]methanesulfonamide (Example 6, Step G). This product is thus methyl 7-{N-[4-acetoxy-5-(4-fluorophenoxy)trans-2-pentenyl] -methanesulfonamido}hept-5-ynoate. The subsequent hydrolysis is carried out as described in Example 2, Step J and affords 7-{N-[4-hydroxy-5-(... Reaction SMILES: C(OC(COC1C=CC(F)=CC=1)CCCNS(C)(=O)=O)(=O)C.C(OC(COC1C=CC(F)=CC=1)/C=C/CNS(C)(=O)=O)(=O)C.C([O:48][CH:49]([CH2:68][O:69][C:70]1[CH:75]=[CH:74][C:73]([F:76])=[CH:72][CH:71]=1)/[CH:50]=[CH:51]/[CH2:52][N:53]([CH2:58][C:59]#[C:60][CH2:61][CH2:62][CH2:63][C:64]([O:66]C)=[O:65])[S:54]([CH3:57])(=[O:56])=[O:55])(=O)C>>[OH:48][CH:49]([CH2:68][O:69][C:70]1[CH:71]=[CH:72][C:73]([F:76])=[CH:74][CH:75]=1)/[CH:50]=[CH:51]/[CH2:52][N:53]([CH2:58][C:59]#[C:60][CH2:61][CH2:62][CH2:63][C:64]([OH:66])=[O:65])[S:54]([CH3:57])(=[O:56])=[O:55]. The reactants are C(C)(=O)OC(CCCNS(=O)(=O)C)COC1=CC=C(C=C1)F (N-[4 -acetoxy-5-(4-fluorophenoxy)pentyl]methanesulfonamide), C(C)(=O)OC(/C=C/CNS(=O)(=O)C)COC1=CC=C(C=C1)F (N-[4-acetoxy-5-(4-fluorophenoxy)-trans- 2-pentenyl]methanesulfonamide), C(C)(=O)OC(/C=C/CN(S(=O)(=O)C)CC#CCCCC(=O)OC)COC1=CC=C(C=C1)F (methyl 7-{N-[4-acetoxy-5-(4-fluorophenoxy)trans-2-pentenyl] -methanesulfonamido}hept-5-ynoate). Starting materials: C(=O)NC=1SC=C(N1)C(C(=O)OCC)=O (ethyl 2-(2-formylaminothiazol-4-yl)glyoxylate), C(=O)N=C1SC=C(N1)C(C(=O)OCC)=O (ethyl 2-(2-formylimino-2,3-dihydrothiazol-4-yl)glyoxylate), [OH-].[Na+] (sodium hydroxide). Solvent: O (water). The product is C(=O)NC=1SC=C(N1)C(C(=O)O)=O (2-(2-formylaminothiazol-4-yl)glyoxylic acid). RXN SMILES: [CH:1]([NH:3][C:4]1[S:5][CH:6]=[C:7]([C:9](=[O:15])[C:10]([O:12]CC)=[O:11])[N:8]=1)=[O:2].[OH-].[Na+]>O>[CH:1]([NH:3][C:4]1[S:5][CH:6]=[C:7]([C:9](=[O:15])[C:10]([OH:12])=[O:11])[N:8]=1)=[O:2] |f:1.2|. Reported procedure: To a suspension of ethyl 2-(2-formylaminothiazol-4-yl)glyoxylate, which can be represented as ethyl 2-(2-formylimino-2,3-dihydrothiazol-4-yl)glyoxylate, (281 g.) in water (1100 ml.) was added an 1 N sodium hydroxide aqueous solution (2.23 l.) under stirring and ice-cooling, and then the mixture was stirred for 5 minutes at 10° to 15° C. After the reaction mixture was filtered, the filtrate was adjusted to pH 1 with concentrated hydrochloric acid with stirring. The precipitates were collected by ...